This data is from the Open Reaction Database (ORD), a public repository of structured organic reaction records. The task is: describe an organic reaction: reactants, conditions, products, and yield Reactants: CC1=C(C2=C(C=C1O)CC[C@@](O2)(C)CC/C=C(\C)/CC/C=C(\C)/CCC=C(C)C)C (γ-tocotrienol), CC1=CC(=CC2=C1O[C@](CC2)(C)CC/C=C(\C)/CC/C=C(\C)/CCC=C(C)C)O (δ-tocotrienol). Yields the product CC(=CCC/C(=C/CC/C(=C/CCC1(CCC2=C(O1)C=CC(=C2)O)C)/C)/C)C (tocotrienol). RXN SMILES: C[C:2]1[C:7]([OH:8])=[CH:6][C:5]2[CH2:9][CH2:10][C@:11]([CH2:14][CH2:15]/[CH:16]=[C:17](/[CH2:19][CH2:20]/[CH:21]=[C:22](/[CH2:24][CH2:25][CH:26]=[C:27]([CH3:29])[CH3:28])\[CH3:23])\[CH3:18])([CH3:13])[O:12][C:4]=2[C:3]=1C.CC1C2O[C@@](CC/C=C(/CC/C=C(/CCC=C(C)C)\C)\C)(C)CCC=2C=C(O)C=1>>[CH3:28][C:27]([CH3:29])=[CH:26][CH2:25][CH2:24]/[C:22](/[CH3:23])=[CH:21]/[CH2:20][CH2:19]/[C:17](/[CH3:18])=[CH:16]/[CH2:15][CH2:14][C:11]1([CH3:13])[O:12][C:4]2[CH:3]=[CH:2][C:7]([OH:8])=[CH:6][C:5]=2[CH2:9][CH2:10]1. Procedure: Both γ-tocotrienol, referred to herein as Compound 1, and δ-tocotrienol, referred to herein as Compound 2, were isolated from a tocotrienol-rich fraction of palm oil using normal phase vacuum liquid chromatography. Compounds 3-29 and 35-44 which are 3,4-dihydro-1,3-oxazines, Compounds 30-31 which are Mannich bases, and Compounds 32-34 which are hydroxymethyl tocotrienol analogs were prepared as semi synthetic derivatives of Compounds 1 and 2. Starting materials: [Si](C)(C)(C(C)(C)C)O[C@@H]1C=C2C=C[C@@H]([C@@H]([C@H]2[C@H](C1)OC(C(CC)(C)CC)=O)CC[C@@H]1C[C@H](CC(O1)=O)O[Si](C)(C)C(C)(C)C)C ((4R,6R)-6-{2-[(1S,2S,6S,8S,8aR)-1,2,6,7,8,8a-hexahydro-6-t-butyldimethylsilyloxy-8-(2-ethyl-2-methylbutyryloxy)-2-methyl-1-naphthyl]ethyl}tetrahydro-4-t-butyldimethylsilyloxy-2H-pyran-2-one), [F-].C(CCC)[N+](CCCC)(CCCC)CCCC (tetrabutylammonium fluoride), C(C)(=O)O (acetic acid). The solvent is O1CCCC1 (tetrahydrofuran), O1CCCC1 (tetrahydrofuran). Conditions: time 15 hour. The product is O[C@@H]1C=C2C=C[C@@H]([C@@H]([C@H]2[C@H](C1)OC(C(CC)(C)CC)=O)CC[C@@H]1C[C@H](CC(O1)=O)O)C ((4R,6R)-6-{2-[(1S,2S,6S,8S,8aR)-1,2,6,7,8,8a-Hexahydro-6-hydroxy-8-(2-ethyl-2-methylbutyryloxy)-2-methyl-1-naphthyl]ethyl}tetrahydro-4-hydroxy-2H-pyran-2-one). The yield is 98.9%. Reaction SMILES: [Si]([O:8][C@H:9]1[CH2:18][C@H:17]([O:19][C:20](=[O:27])[C:21]([CH2:25][CH3:26])([CH3:24])[CH2:22][CH3:23])[C@H:16]2[C:11]([CH:12]=[CH:13][C@H:14]([CH3:45])[C@@H:15]2[CH2:28][CH2:29][C@H:30]2[O:35][C:34](=[O:36])[CH2:33][C@H:32]([O:37][Si](C(C)(C)C)(C)C)[CH2:31]2)=[CH:10]1)(C(C)(C)C)(C)C.[F-].C([N+](CCCC)(CCCC)CCCC)CCC.C(O)(=O)C>O1CCCC1>[OH:8][C@H:9]1[CH2:18][C@H:17]([O:19][C:20](=[O:27])[C:21]([CH2:25][CH3:26])([CH3:24])[CH2:22][CH3:23])[C@H:16]2[C:11]([CH:12]=[CH:13][C@H:14]([CH3:45])[C@@H:15]2[CH2:28][CH2:29][C@H:30]2[O:35][C:34](=[O:36])[CH2:33][C@H:32]([OH:37])[CH2:31]2)=[CH:10]1 |f:1.2|. Reported procedure: A solution of 600 mg (0.9 mmol) of (4R,6R)-6-{2-[(1S,2S,6S,8S,8aR)-1,2,6,7,8,8a-hexahydro-6-t-butyldimethylsilyloxy-8-(2-ethyl-2-methylbutyryloxy)-2-methyl-1-naphthyl]ethyl}tetrahydro-4-t-butyldimethylsilyloxy-2H-pyran-2-one [prepared as described in Example 5, above] in 2 ml of tetrahydrofuran was added to a mixture of 12.7 ml of a 1M tetrahydrofuran solution of tetrabutylammonium fluoride and 1.27 ml of acetic acid, and the resulting mixture was stirred at room temperature for 15 hours. At the...